From a dataset of the Open Reaction Database (ORD), a public repository of structured organic reaction records. describe an organic reaction: reactants, conditions, products, and yield As a reaction SMILES: [C:1]([NH:4][CH2:5][C:6]1[CH:11]=[CH:10][C:9]([C:12]2[CH:17]=[CH:16][C:15]([C:18](OC)=[O:19])=[CH:14][CH:13]=2)=[C:8]([CH3:22])[CH:7]=1)(=[O:3])[CH3:2].[CH3:23][N:24]([CH3:40])[CH2:25][CH2:26][CH2:27][C:28]1[CH:36]=[C:35]2[C:31]([CH2:32][CH2:33][NH:34]2)=[CH:30][C:29]=1[O:37][CH2:38][CH3:39]>>[C:1]([NH:4][CH2:5][C:6]1[CH:11]=[CH:10][C:9]([C:12]2[CH:13]=[CH:14][C:15]([C:18]([N:34]3[C:35]4[C:31](=[CH:30][C:29]([O:37][CH2:38][CH3:39])=[C:28]([CH2:27][CH2:26][CH2:25][N:24]([CH3:40])[CH3:23])[CH:36]=4)[CH2:32][CH2:33]3)=[O:19])=[CH:16][CH:17]=2)=[C:8]([CH3:22])[CH:7]=1)(=[O:3])[CH3:2]. Reactants: Example 1, C(C)(=O)NCC1=CC(=C(C=C1)C1=CC=C(C=C1)C(=O)OC)C (methyl 4'-acetamidomethyl-2'-methylbiphenyl-4-carboxylate), CN(CCCC1=C(C=C2CCNC2=C1)OCC)C (2,3-dihydro-6-(3-dimethylamino propyl)-5-ethoxy-1H-indole). Product: C(C)(=O)NCC1=CC(=C(C=C1)C1=CC=C(C=C1)C(=O)N1CCC2=CC(=C(C=C12)CCCN(C)C)OCC)C (1-(4 '-Acetamidomethyl-2'-methylbiphenyl-4-carbonyl)-2,3-dihydro-6-(3-dimethylaminopropyl)-5-ethoxy-1H-indole), hydrochloride salt. Reported procedure: The title compound was prepared from methyl 4'-acetamidomethyl-2'-methylbiphenyl-4-carboxylate (D2) and 2,3-dihydro-6-(3-dimethylamino propyl)-5-ethoxy-1H-indole (D29) using a similar procedure to Example 1 (18%). The hydrochloride salt was obtained as a cream coloured solid mp 120°-123° C.